This data is from the Open Reaction Database (ORD), a public repository of structured organic reaction records. The task is: describe an organic reaction: reactants, conditions, products, and yield The reactants are C(C)(C)(C)C1=CC(=C(C=C1)C=1N(C(C(N1)(C)C1=CC=C(C=C1)Cl)(C)C1=CC=C(C=C1)Cl)C(=O)Cl)OC(C)C (rac-(4S*,5R*)-2-(4-tert-butyl-2-isopropoxy-phenyl)-4,5-bis-(4-chloro-phenyl)-4,5-dimethyl-4,5-dihydro-imidazole-1-carbonyl chloride), O1C(CCC1)CN1CCNCC1 (1-(tetrahydro-furan-2-ylmethyl)-piperazine). Product: C(C)(C)(C)C1=CC(=C(C=C1)C=1N([C@]([C@](N1)(C)C1=CC=C(C=C1)Cl)(C)C1=CC=C(C=C1)Cl)C(=O)N1CCN(CC1)CC1OCCC1)OC(C)C (rac-[(4S*,5R*)-2-(4-tert-Butyl-2-isopropoxy-phenyl)-4,5-bis-(4-chloro-phenyl)-4,5-dimethyl-4,5-dihydro-imidazol-1-yl]-[4-(tetrahydro-furan-2-ylmethyl)-piperazin-1-yl]-methanone). As a reaction SMILES: [C:1]([C:5]1[CH:10]=[CH:9][C:8]([C:11]2[N:12]([C:32](Cl)=[O:33])[C:13]([C:25]3[CH:30]=[CH:29][C:28]([Cl:31])=[CH:27][CH:26]=3)([CH3:24])[C:14]([C:17]3[CH:22]=[CH:21][C:20]([Cl:23])=[CH:19][CH:18]=3)([CH3:16])[N:15]=2)=[C:7]([O:35][CH:36]([CH3:38])[CH3:37])[CH:6]=1)([CH3:4])([CH3:3])[CH3:2].[O:39]1[CH2:43][CH2:42][CH2:41][CH:40]1[CH2:44][N:45]1[CH2:50][CH2:49][NH:48][CH2:47][CH2:46]1>>[C:1]([C:5]1[CH:10]=[CH:9][C:8]([C:11]2[N:12]([C:32]([N:48]3[CH2:47][CH2:46][N:45]([CH2:44][CH:40]4[CH2:41][CH2:42][CH2:43][O:39]4)[CH2:50][CH2:49]3)=[O:33])[C@@:13]([C:25]3[CH:30]=[CH:29][C:28]([Cl:31])=[CH:27][CH:26]=3)([CH3:24])[C@@:14]([C:17]3[CH:18]=[CH:19][C:20]([Cl:23])=[CH:21][CH:22]=3)([CH3:16])[N:15]=2)=[C:7]([O:35][CH:36]([CH3:38])[CH3:37])[CH:6]=1)([CH3:2])([CH3:3])[CH3:4]. Procedure: In a manner analogous to the method described in example 5, rac-(4S*,5R*)-2-(4-tert-butyl-2-isopropoxy-phenyl)-4,5-bis-(4-chloro-phenyl)-4,5-dimethyl-4,5-dihydro-imidazole-1-carbonyl chloride was reacted with 1-(tetrahydro-furan-2-ylmethyl)-piperazine (Aldrich) to give the title compound as a mixture of diastereomers. HR-MS (ES, m/z) calculated for C40H51N4O3Cl2 [(M+H)+] 705.3333, observed 705.3332. As a reaction SMILES: [O:1]=[C:2]1[CH:11]=[CH:10][C:9]2[C:4](=[CH:5][CH:6]=[C:7]([C:12]([F:15])([F:14])[F:13])[CH:8]=2)[N:3]1[CH2:16][C:17](O)=[O:18].[NH2:20][C:21]1[S:25][CH:24]=[C:23]([C:26]#[N:27])[C:22]=1[N:28]1[N:32]=[CH:31][CH:30]=[N:29]1>>[C:26]([C:23]1[C:22]([N:28]2[N:32]=[CH:31][CH:30]=[N:29]2)=[C:21]([NH:20][C:17](=[O:18])[CH2:16][N:3]2[C:4]3[C:9](=[CH:8][C:7]([C:12]([F:15])([F:14])[F:13])=[CH:6][CH:5]=3)[CH:10]=[CH:11][C:2]2=[O:1])[S:25][CH:24]=1)#[N:27]. Product: C(#N)C=1C(=C(SC1)NC(CN1C(C=CC2=CC(=CC=C12)C(F)(F)F)=O)=O)N1N=CC=N1 (N-(4-cyano-3-(2H-1,2,3-triazol-2-yl)thiophen-2-yl)-2-(2-oxo-6-(trifluoromethyl)quinolin-1(2H)-yl)acetamide). Reported procedure: N-(4-cyano-3-(2H-1,2,3-triazol-2-yl)thiophen-2-yl)-2-(2-oxo-6-(trifluoromethyl)quinolin-1(2H)-yl)acetamide was prepared from 2-(2-oxo-6-(trifluoromethyl)quinolin-1(2H)-yl)acetic acid (0.15 g, 0.56 mmol) and 5-amino-4-(2H-1,2,3-triazol-2-yl)thiophene-3-carbonitrile (0.070 g, 0.37 mmol) according to protocol A. The crude product was purified by prep HPLC. Retention time (min)=6.5, method [7], MS(ESI) 467.1 (M+Na). 1H NMR (CDCl3) δ 11.50 (s, 1H), 7.93-7.85 (m, 4H), 7.83 (s, 1H), 7.64 (s, 1H), 7.60 ... The reactants are O=C1N(C2=CC=C(C=C2C=C1)C(F)(F)F)CC(=O)O (2-(2-oxo-6-(trifluoromethyl)quinolin-1(2H)-yl)acetic acid), NC1=C(C(=CS1)C#N)N1N=CC=N1 (5-amino-4-(2H-1,2,3-triazol-2-yl)thiophene-3-carbonitrile). The reactants are O1BOC2=C1C=CC=C2 (benzo[d][1,3,2]dioxaborole), BrC=1C(=C(C(=NC1C)C)C(C(=O)OC(C)C)=O)N1CCC(CC1)C (isopropyl 2-(5-bromo-2,6-dimethyl-4-(4-methylpiperidin-1-yl)pyridin-3-yl)-2-oxoacetate), CB1OC([C@@H]2N1CCC2)(C2=CC=CC=C2)C2=CC=CC=C2 ((R)-1-methyl-3,3-diphenylhexahydropyrrolo[1,2-c][1,3,2]oxazaborole). Run in C1(=CC=CC=C1)C (toluene). Run at temperature -15 celsius, time 30 minute. Product: BrC=1C(=C(C(=NC1C)C)[C@@H](C(=O)OC(C)C)O)N1CCC(CC1)C ((S)-isopropyl 2-(5-bromo-2,6-dimethyl-4-(4-methylpiperidin-1-yl)pyridin-3-yl)-2-hydroxyacetate). Yield: 99.5%. RXN SMILES: O1C2C=CC=CC=2OB1.[Br:10][C:11]1[C:12]([N:27]2[CH2:32][CH2:31][CH:30]([CH3:33])[CH2:29][CH2:28]2)=[C:13]([C:19](=[O:26])[C:20]([O:22][CH:23]([CH3:25])[CH3:24])=[O:21])[C:14]([CH3:18])=[N:15][C:16]=1[CH3:17].CB1N2CCC[C@@H]2C(C2C=CC=CC=2)(C2C=CC=CC=2)O1>C1(C)C=CC=CC=1>[Br:10][C:11]1[C:12]([N:27]2[CH2:32][CH2:31][CH:30]([CH3:33])[CH2:29][CH2:28]2)=[C:13]([C@H:19]([OH:26])[C:20]([O:22][CH:23]([CH3:25])[CH3:24])=[O:21])[C:14]([CH3:18])=[N:15][C:16]=1[CH3:17]. Reported procedure: The 2.0 mL of benzo[d][1,3,2]dioxaborole (2.3 g, 9.56 mmol) was added to a nitrogen purged solution of isopropyl 2-(5-bromo-2,6-dimethyl-4-(4-methylpiperidin-1-yl)pyridin-3-yl)-2-oxoacetate (1.9 g, 4.78 mmol) and 1.9 mL of (R)-1-methyl-3,3-diphenylhexahydropyrrolo[1,2-c][1,3,2]oxazaborole (530 mg, 1.9 mmol) in toluene (45 mL) at −60° C. and allowed to warm to −15° C. before being placed in the freezer overnight. The reaction was quenched with 1M Na2CO3, diluted with EtOAc, and stirred for 30 min... RXN SMILES: [C:2]([N:6]([C:3](=[O:4])[O-:5])[C:10]1([c:14]2[n:15][c:16]([CH:19]3[CH2:20][N:21]([C:35](=[O:36])[N:37]4[CH2:38][CH2:39][O:40][CH2:41][CH2:42]4)[CH2:22][CH:23]([c:25]4[cH:26][cH:27][c:28]([C:31]([F:32])([F:33])[F:34])[cH:29][cH:30]4)[CH2:24]3)[n:17][o:18]2)[CH2:11][CH2:12][CH2:13]1)([CH3:7])([CH3:8])[CH3:9].[ClH:1].[O:43]1[CH2:44][CH2:45][O:46][CH2:47][CH2:48]1>>[ClH:1].[NH2:6][C:10]1([c:14]2[n:15][c:16]([CH:19]3[CH2:20][N:21]([C:35](=[O:36])[N:37]4[CH2:38][CH2:39][O:40][CH2:41][CH2:42]4)[CH2:22][CH:23]([c:25]4[cH:26][cH:27][c:28]([C:31]([F:32])([F:33])[F:34])[cH:29][cH:30]4)[CH2:24]3)[n:17][o:18]2)[CH2:11][CH2:12][CH2:13]1. Product: Cl, NC1(c2nc(C3CC(c4ccc(C(F)(F)F)cc4)CN(C(=O)N4CCOCC4)C3)no2)CCC1. Reactants: CC(C)(C)N(C(=O)[O-])C1(c2nc(C3CC(c4ccc(C(F)(F)F)cc4)CN(C(=O)N4CCOCC4)C3)no2)CCC1, Cl, C1COCCO1. Starting materials: CCNC(=O)c1cccc(F)c1Nc1nc(Cl)ncc1Cl, CN(C)C(=O)CN1CCc2ccc(N)cc2CC1. Yields the product CCNC(=O)c1cccc(F)c1Nc1nc(Nc2ccc3c(c2)CCN(CC(=O)N(C)C)CC3)ncc1Cl. As a reaction SMILES: [Cl:19][c:20]1[n:21][cH:22][c:23]([Cl:39])[c:24]([NH:26][c:27]2[c:28]([C:29](=[O:30])[NH:31][CH2:32][CH3:33])[cH:34][cH:35][cH:36][c:37]2[F:38])[n:25]1.[NH2:1][c:2]1[cH:3][c:4]2[c:5]([cH:17][cH:18]1)[CH2:6][CH2:7][N:8]([CH2:11][C:12](=[O:13])[N:14]([CH3:15])[CH3:16])[CH2:9][CH2:10]2>>[NH:1]([c:2]1[cH:3][c:4]2[c:5]([cH:17][cH:18]1)[CH2:6][CH2:7][N:8]([CH2:11][C:12](=[O:13])[N:14]([CH3:15])[CH3:16])[CH2:9][CH2:10]2)[c:20]1[n:21][cH:22][c:23]([Cl:39])[c:24]([NH:26][c:27]2[c:28]([C:29](=[O:30])[NH:31][CH2:32][CH3:33])[cH:34][cH:35][cH:36][c:37]2[F:38])[n:25]1. The reactants are [K] (potassium), FC(C=1C=C(C=CC1)NC=1C(C(=O)O)=CC=CC1)(F)F (N-(3-trifluoromethylphenyl)anthranilic acid), C(CCC)Br (n-butyl bromide). Run in CN(C=O)C (dimethyl formamide). The product is FC(C=1C=C(C=CC1)NC=1C(C(=O)OCCCC)=CC=CC1)(F)F (n-Butyl N-(3-trifluoromethylphenyl)anthranilate). Reaction SMILES: [K].[F:2][C:3]([F:21])([F:20])[C:4]1[CH:5]=[C:6]([NH:10][C:11]2[C:12](=[CH:16][CH:17]=[CH:18][CH:19]=2)[C:13]([OH:15])=[O:14])[CH:7]=[CH:8][CH:9]=1.[CH2:22](Br)[CH2:23][CH2:24][CH3:25]>CN(C)C=O>[F:2][C:3]([F:20])([F:21])[C:4]1[CH:5]=[C:6]([NH:10][C:11]2[C:12](=[CH:16][CH:17]=[CH:18][CH:19]=2)[C:13]([O:15][CH2:22][CH2:23][CH2:24][CH3:25])=[O:14])[CH:7]=[CH:8][CH:9]=1 |^1:0|. Reported procedure: In anhydrous dimethyl formamide was dissolved 3.2 g. of potassium salt of N-(3-trifluoromethylphenyl)anthranilic acid. To the solution was added 5.0 g. of n-butyl bromide. The mixture was heated at 100°-120° C. for 5 hrs. while stirring. The precipitated potassium bromide was taken out by filtration. The filtrate was concentrated and the residue obtained was distilled to obtain 3.1 g. of light yellow liquid having a boiling point of 190°-192° C. (5 mmHg). Run at time 5 minute. The solvent is O1CCCC1 (tetrahydrofuran). RXN SMILES: C1(P(=[CH:20][C:21]([O:23][CH3:24])=[O:22])(C2C=CC=CC=2)C2C=CC=CC=2)C=CC=CC=1.[N:25]1[CH:30]=[CH:29][C:28]([CH:31]=O)=[CH:27][CH:26]=1>O1CCCC1>[N:25]1[CH:26]=[CH:27][C:28]([CH:31]=[CH:20][C:21]([O:23][CH3:24])=[O:22])=[CH:29][CH:30]=1. The product is N1=CC=C(C=C1)C=CC(=O)OC (methyl 3-(4-pyridinyl)propenoate). Starting materials: C1(=CC=CC=C1)P(C1=CC=CC=C1)(C1=CC=CC=C1)=CC(=O)OC (Methyl (triphenylphosphoranylidene)acetate), N1=CC=C(C=C1)C=O (4-pyridine-carboxaldehyde). Procedure details: Methyl (triphenylphosphoranylidene)acetate (3.4 grams) and 4-pyridine-carboxaldehyde (10.00 grams) were refluxed in tetrahydrofuran under nitrogen overnight. The reaction was evaporated in vacuo, and the residue was suspended in hexane (400 mL), heated to boiling on a steam bath for 5 minutes, and filtered through a filter aide. The filter cake was rinsed with hot hexane (2×200 mL), and the rinses and filtrate were combined and evaporated in vacuo. The crude product was purified by flash chromat... Starting materials: NC1=CC=C2/C(/C(NC2=C1)=O)=C(\C1=CC=CC=C1)/NC1=CC=C(C=C1)CN1CCCCC1 (6-amino-3-(Z)-{1-[4-(piperidin-1-yl-methyl)-anilino]-1-phenyl-methylidene}-2-indolinone), C1(=CC=CC=C1)CC(=O)Cl (phenylacetic acid chloride). Product: C1(=CC=CC=C1)CC(=O)NC1=CC=C2/C(/C(NC2=C1)=O)=C(\C1=CC=CC=C1)/NC1=CC=C(C=C1)CN1CCCCC1 (6-(2-phenylacetylamino)-3-(Z)-{1-[4-(piperidin-1-yl-methyl)-anilino]-1-phenyl-methylidene}-2-indolinone). RXN SMILES: [NH2:1][C:2]1[CH:10]=[C:9]2[C:5](/[C:6](=[C:12](/[NH:19][C:20]3[CH:25]=[CH:24][C:23]([CH2:26][N:27]4[CH2:32][CH2:31][CH2:30][CH2:29][CH2:28]4)=[CH:22][CH:21]=3)\[C:13]3[CH:18]=[CH:17][CH:16]=[CH:15][CH:14]=3)/[C:7](=[O:11])[NH:8]2)=[CH:4][CH:3]=1.[C:33]1([CH2:39][C:40](Cl)=[O:41])[CH:38]=[CH:37][CH:36]=[CH:35][CH:34]=1>>[C:33]1([CH2:39][C:40]([NH:1][C:2]2[CH:10]=[C:9]3[C:5](/[C:6](=[C:12](/[NH:19][C:20]4[CH:25]=[CH:24][C:23]([CH2:26][N:27]5[CH2:28][CH2:29][CH2:30][CH2:31][CH2:32]5)=[CH:22][CH:21]=4)\[C:13]4[CH:14]=[CH:15][CH:16]=[CH:17][CH:18]=4)/[C:7](=[O:11])[NH:8]3)=[CH:4][CH:3]=2)=[O:41])[CH:38]=[CH:37][CH:36]=[CH:35][CH:34]=1. Reported procedure: Prepared from 6-amino-3-(Z)-{1-[4-(piperidin-1-yl-methyl)-anilino]-1-phenyl-methylidene}-2-indolinone and phenylacetic acid chloride Starting materials: CCN(CC)Cc1ccc(C(=O)O)cc1, CCOC(C)=O, CCc1[nH]n(C2CCCC2)c2nc(Cc3ccc(O)cc3)nc(=O)c1-2, Cl, C1COCCO1, O. The product is CCc1[nH]n(C2CCCC2)c2nc(Cc3ccc(OC(=O)c4ccc(CN(CC)CC)cc4)cc3)nc(=O)c1-2. As a reaction SMILES: [CH2:2]([CH3:3])[N:4]([CH2:5][CH3:6])[CH2:7][c:8]1[cH:9][cH:10][c:11]([C:12](=[O:13])[OH:14])[cH:15][cH:16]1.[CH3:49][CH2:50][O:51][C:52](=[O:53])[CH3:54].[CH:23]1([n:28]2[nH:29][c:30]([CH2:46][CH3:47])[c:31]3[c:36](=[O:37])[n:35][c:34]([CH2:38][c:39]4[cH:40][cH:41][c:42]([OH:45])[cH:43][cH:44]4)[n:33][c:32]2-3)[CH2:24][CH2:25][CH2:26][CH2:27]1.[ClH:1].[O:17]1[CH2:18][CH2:19][O:20][CH2:21][CH2:22]1.[OH2:48]>>[CH2:2]([CH3:3])[N:4]([CH2:5][CH3:6])[CH2:7][c:8]1[cH:9][cH:10][c:11]([C:12]([O:13][c:42]2[cH:41][cH:40][c:39]([CH2:38][c:34]3[n:33][c:32]4[n:28]([CH:23]5[CH2:24][CH2:25][CH2:26][CH2:27]5)[nH:29][c:30]([CH2:46][CH3:47])[c:31]-4[c:36](=[O:37])[n:35]3)[cH:44][cH:43]2)=[O:14])[cH:15][cH:16]1. As a reaction SMILES: C([N-]C(C)C)(C)C.[Li+].[CH2:9]([O:11][C:12](=[O:20])[CH2:13][C:14]1[CH:19]=[CH:18][CH:17]=[CH:16][CH:15]=1)[CH3:10].I[CH2:22][CH:23]1[CH2:27][CH2:26][CH2:25][CH2:24]1>O1CCCC1.CN(C)P(N(C)C)(N(C)C)=O.CN(C)P(N(C)C)(N(C)C)=O>[CH2:9]([O:11][C:12](=[O:20])[CH:13]([C:14]1[CH:19]=[CH:18][CH:17]=[CH:16][CH:15]=1)[CH2:22][CH:23]1[CH2:27][CH2:26][CH2:25][CH2:24]1)[CH3:10] |f:0.1,4.5|. Run in CN(P(=O)(N(C)C)N(C)C)C (hexamethylphosphoramide), O1CCCC1.CN(P(=O)(N(C)C)N(C)C)C (tetrahydrofuran hexamethylphosphoramide). Product: hexanes ethyl acetate, C(C)OC(C(CC1CCCC1)C1=CC=CC=C1)=O (3-cyclopentyl-2-phenyl-propionic acid ethyl ester). Run at temperature -78 celsius, time 45 minute. The yield is 106.5%. Procedure details: A solution of freshly prepared lithium diisopropylamide (23 mL of a 0.31 M stock solution, 7.13 mmol) cooled to −78° C. was treated with phenyl-acetic acid ethyl ester (1.06 g, 6.48 mmol) in tetrahydrofuran/hexamethylphosphoramide (16.1 mL, 3:1). The resulting solution was stirred at −78° C. for 45 min. At this time, the reaction was treated with a solution of iodomethylcyclopentane (1.50 g, 7.14 mmol) in hexamethylphosphoramide (1.5 mL). The mixture was stirred at −78° C. for 4 h. The reaction ... The reactants are ICC1CCCC1 (iodomethylcyclopentane), C(C)(C)[N-]C(C)C.[Li+] (lithium diisopropylamide), C(C)OC(CC1=CC=CC=C1)=O (phenyl-acetic acid ethyl ester).